This data is from the Open Reaction Database (ORD), a public repository of structured organic reaction records. The task is: describe an organic reaction: reactants, conditions, products, and yield Reactants: O.Cl.Cl.Cl.Cl.NC(CN1CCC(CC1)NC1=NC2=C(N1CC1=NC=3CCCCC3C=C1OC)C=CC=C2)C(C)C ((±)-N-[1-(2-amino-3-methylbutyl)-4-piperidinyl]-1-[(5,6,7,8-tetrahydro-3-methoxy-2-quinolinyl)methyl]-1H-benzimidazol-2-amine tetrahydrochloride monohydrate), BrB(Br)Br (tribromoborane), [NH4+].[OH-] (NH4OH), C(=O)([O-])[O-].[K+].[K+] (K2CO3). Solvent: ClCCl (dichloromethane), ClCCl (dichloromethane). Reaction conditions: temperature 0 celsius, time 8 hour. The product is O.Cl.Cl.Cl.Cl.NC(CN1CCC(CC1)NC1=NC2=C(N1CC1=NC=3CCCCC3C=C1O)C=CC=C2)C(C)C ((±)-N-[1-(2-amino-3-methylbutyl)4-piperidinyl]-1-[(5,6,7,8-tetrahydro-3-hydroxy-2-quinolinyl)methyl]-1H-benzimidazol-2-amine tetrahydro-chloride monohydrate). The yield is 37.0%. Reaction SMILES: O.[ClH:2].Cl.Cl.Cl.[NH2:6][CH:7]([CH:38]([CH3:40])[CH3:39])[CH2:8][N:9]1[CH2:14][CH2:13][CH:12]([NH:15][C:16]2[N:20]([CH2:21][C:22]3[C:31]([O:32]C)=[CH:30][C:29]4[CH2:28][CH2:27][CH2:26][CH2:25][C:24]=4[N:23]=3)[C:19]3[CH:34]=[CH:35][CH:36]=[CH:37][C:18]=3[N:17]=2)[CH2:11][CH2:10]1.C([O-])([O-])=O.[K+].[K+].BrB(Br)Br.[NH4+].[OH-]>ClCCl>[OH2:32].[ClH:2].[ClH:2].[ClH:2].[ClH:2].[NH2:6][CH:7]([CH:38]([CH3:40])[CH3:39])[CH2:8][N:9]1[CH2:14][CH2:13][CH:12]([NH:15][C:16]2[N:20]([CH2:21][C:22]3[C:31]([OH:32])=[CH:30][C:29]4[CH2:28][CH2:27][CH2:26][CH2:25][C:24]=4[N:23]=3)[C:19]3[CH:34]=[CH:35][CH:36]=[CH:37][C:18]=3[N:17]=2)[CH2:11][CH2:10]1 |f:0.1.2.3.4.5,6.7.8,10.11,13.14.15.16.17.18|. Reported procedure: (±)-N-[1-(2-amino-3-methylbutyl)-4-piperidinyl]-1-[(5,6,7,8-tetrahydro-3-methoxy-2-quinolinyl)methyl]-1H-benzimidazol-2-amine tetrahydrochloride monohydrate (0.0021—O— mol) was basified with K2CO3 10%. The mixture was extracted with CH2Cl2. The organic layer was separated, dried (MgSO4), filtered and the solvent was evaporated, to give A′. A mixture of A′ in dichloromethane (50 ml) was cooled to 0° C. A solution of tribromoborane in dichloromethane (0.01526 mol) was added dropwise. The mixture w... Starting materials: NC1=CC=C2C(=N1)C(=CN2)C=2CCN(CC2)CC (5-amino-3-(1-ethyl-1,2,3,6-tetrahydropyridin-4-yl)pyrrolo[3,2-b]pyridine), C(C1=CC=CC=C1)(=O)Cl (benzoyl chloride). The product is C(C1=CC=CC=C1)(=O)NC1=CC=C2C(=N1)C(=CN2)C=2CCN(CC2)CC (5-(N-[benzoyl]amino)-3-(1-ethyl-1,2,3,6-tetrahydropyridin-4-yl)pyrrolo[3,2-b]pyridine). Reaction SMILES: [NH2:1][C:2]1[N:7]=[C:6]2[C:8]([C:11]3[CH2:12][CH2:13][N:14]([CH2:17][CH3:18])[CH2:15][CH:16]=3)=[CH:9][NH:10][C:5]2=[CH:4][CH:3]=1.[C:19](Cl)(=[O:26])[C:20]1[CH:25]=[CH:24][CH:23]=[CH:22][CH:21]=1>>[C:19]([NH:1][C:2]1[N:7]=[C:6]2[C:8]([C:11]3[CH2:12][CH2:13][N:14]([CH2:17][CH3:18])[CH2:15][CH:16]=3)=[CH:9][NH:10][C:5]2=[CH:4][CH:3]=1)(=[O:26])[C:20]1[CH:25]=[CH:24][CH:23]=[CH:22][CH:21]=1. Reported procedure: Beginning with 0.015 gm (0.062 mMol) 5-amino-3-(1-ethyl-1,2,3,6-tetrahydropyridin-4-yl)pyrrolo[3,2-b]pyridine and 0.008 mL (0.068 mMol) benzoyl chloride, the title compound was prepared essentially by the procedure described in Example 7. Reactants: O (Water), NC1=C(C(=O)N)C=CC=N1 (2-amino-nicotinamide), C(C1=CC=CC=C1)OCC(=O)Cl (benzyloxyacetyl chloride). Solvent: C1CCOC1 (THF), C1CCOC1 (THF). Product: C(C1=CC=CC=C1)OCC(=O)NC1=C(C(=O)N)C=CC=N1 (2-(2-benzyloxy-acetylamino)-nicotinamide). Isolated yield 38.1%. As a reaction SMILES: [NH2:1][C:2]1[N:10]=[CH:9][CH:8]=[CH:7][C:3]=1[C:4]([NH2:6])=[O:5].[CH2:11]([O:18][CH2:19][C:20](Cl)=[O:21])[C:12]1[CH:17]=[CH:16][CH:15]=[CH:14][CH:13]=1.O>C1COCC1>[CH2:11]([O:18][CH2:19][C:20]([NH:1][C:2]1[N:10]=[CH:9][CH:8]=[CH:7][C:3]=1[C:4]([NH2:6])=[O:5])=[O:21])[C:12]1[CH:17]=[CH:16][CH:15]=[CH:14][CH:13]=1. Procedure: To a slurry of 2-amino-nicotinamide (100 mg, 0.7 mmol) in THF (5 ml) was added dropwise benzyloxyacetyl chloride [19810-31-2] (127 μL, 0.8 mmol) in THF (2 ml) at 5° C. The reaction mixture was heated to reflux for 2 hours. Water was added, the phases were separated and the inorganic layer was extracted with EtOAc (3 times). The combined organic layers were washed with brine, dried over Na2SO4, filtrated and concentrated in vacuo. Column chromatography on silica gel with CH2Cl2:MeOH 9:1 as eluent... The reactants are S1C(=CC=C1)C=O (Thiophene-2-carboxaldehyde), [N+](=O)([O-])[O-].[K+] (potassium nitrate). Run in S(O)(O)(=O)=O (sulfuric acid). Product: [N+](=O)([O-])C=1C=C(SC1)C=O (4-nitrothiophene-2-carboxaldehyde). RXN SMILES: [S:1]1[CH:5]=[CH:4][CH:3]=[C:2]1[CH:6]=[O:7].[N+:8]([O-])([O-:10])=[O:9].[K+]>S(=O)(=O)(O)O>[N+:8]([C:4]1[CH:3]=[C:2]([CH:6]=[O:7])[S:1][CH:5]=1)([O-:10])=[O:9] |f:1.2|. Procedure details: As shown in Scheme 3, 5-Nitro-2-thiophenecarboxaldehyde and 5-nitro-3-thiophene-carboxaldehyde, carboxaldehyde, each of which are commercially available, can be reacted with tris(trimethylsilyl)phosphite to give XII. Thiophene-2-carboxaldehyde is nitrated in sulfuric acid with potassium nitrate to give 4-nitrothiophene-2-carboxaldehyde which in turn is reacted with diethylphosphite on basic alumina and allowed to stand for 2-20 hours. Extraction of the product with methylene chloride gives XV. T... The reactants are Ice, Cl (hydrochloric acid), NS(=O)(=O)CC1=C(C(=O)N(C)C)C=CC=C1 (2-[(aminosulfonyl)methyl]-N,N-dimethylbenzamide), COC1=NC(=NC(=C1)OC)NC(OC1=CC=CC=C1)=O (N-(4,6-dimethoxypyrimidin-2-yl)carbamic acid, phenyl ester), N12CCCCCC2=NCCC1 (1,8-diazabicyclo[5.4.0]undec-7-ene). Run in C(C)#N (acetonitrile). Reaction conditions: time 8 hour. Yields the product COC1=NC(=NC(=C1)OC)NC(=O)NS(=O)(=O)CC1=C(C(=O)N(C)C)C=CC=C1 (2-[[[(4,6-dimethoxypyrimidin-2-yl)aminocarbonyl]aminosulfonyl]methyl]-N,N-dimethylbenzamide). Yield: 50.6%. RXN SMILES: [NH2:1][S:2]([CH2:5][C:6]1[CH:16]=[CH:15][CH:14]=[CH:13][C:7]=1[C:8]([N:10]([CH3:12])[CH3:11])=[O:9])(=[O:4])=[O:3].[CH3:17][O:18][C:19]1[CH:24]=[C:23]([O:25][CH3:26])[N:22]=[C:21]([NH:27][C:28](=O)[O:29]C2C=CC=CC=2)[N:20]=1.N12CCCN=C1CCCCC2.Cl>C(#N)C>[CH3:26][O:25][C:23]1[CH:24]=[C:19]([O:18][CH3:17])[N:20]=[C:21]([NH:27][C:28]([NH:1][S:2]([CH2:5][C:6]2[CH:16]=[CH:15][CH:14]=[CH:13][C:7]=2[C:8]([N:10]([CH3:12])[CH3:11])=[O:9])(=[O:3])=[O:4])=[O:29])[N:22]=1. Reported procedure: To a solution of 0.48 g of the compound of Example 18 and 0.54 g of N-(4,6-dimethoxypyrimidin-2-yl)carbamic acid, phenyl ester in 25 ml of acetonitrile was added 0.3 ml of 1,8-diazabicyclo[5.4.0]undec-7-ene, and the mixture was stirred overnight at room temperature. Ice (25.0 g) was added; the aqueous mixture acidified with concentrated hydrochloric acid and then extracted with two 75 ml portions of methylene chloride. The organic solution was washed with water, brine, dried (magnesium sulfate),... Reactants: NC=1C(=NC(=NC1NC)SCC1=CC=C(C=C1)OC)N1CCOCC1 (5-amino-2-(4-methoxybenzylsulfanyl)-6-methylamino-4-morpholinopyrimidine), CO (methanol), C(CC)=O (propionaldehyde). Run at time 3 hour. Product: C(C)C=1N(C2=NC(=NC(=C2N1)N1CCOCC1)SCC1=CC=C(C=C1)OC)C (8-ethyl-2-(4-methoxybenzylsulfanyl)-9-methyl-6-morpholino-9H-purine). The yield is 80.0%. As a reaction SMILES: [NH2:1][C:2]1[C:3]([N:20]2[CH2:25][CH2:24][O:23][CH2:22][CH2:21]2)=[N:4][C:5]([S:10][CH2:11][C:12]2[CH:17]=[CH:16][C:15]([O:18][CH3:19])=[CH:14][CH:13]=2)=[N:6][C:7]=1[NH:8][CH3:9].[CH:26](=O)[CH2:27]C.[CH3:30]O>>[CH2:26]([C:9]1[N:8]([CH3:30])[C:7]2[C:2]([N:1]=1)=[C:3]([N:20]1[CH2:21][CH2:22][O:23][CH2:24][CH2:25]1)[N:4]=[C:5]([S:10][CH2:11][C:12]1[CH:13]=[CH:14][C:15]([O:18][CH3:19])=[CH:16][CH:17]=1)[N:6]=2)[CH3:27]. Reported procedure: 5-amino-2-(4-methoxybenzylsulfanyl)-6-methylamino-4-morpholinopyrimidine (693 mg, 1.91 mmol) was dissolved in methanol (20 ml), propionaldehyde (2.76 ml, 38.3 mmol) was added and stirred at room temperature for 3 hours. The solvent was distilled away under reduced pressure, water was added and extracted twice with ethyl acetate. After combining the organic layers and washing with a saturated saline solution, it was dried with MgSO4 and the solvent was distilled away under reduced pressure. Separ...